This data is from the Open Reaction Database (ORD), a public repository of structured organic reaction records. The task is: describe an organic reaction: reactants, conditions, products, and yield Starting materials: C(C1=CC=CC=C1)C1=C(N=C(S1)N)C1=CC=C(C=C1)OC (5-benzyl-4-(4-methoxy-phenyl)-thiazol-2-ylamine), COC1=C(C(=O)Cl)C=CC(=C1)OC (2,4-dimethoxy-benzoyl chloride). Yields the product C(C1=CC=CC=C1)C1=C(N=C(S1)NC(C1=C(C=C(C=C1)OC)OC)=O)C1=CC=C(C=C1)OC (N-[5-benzyl-4-(4-methoxy-phenyl)-thiazol-2-yl]-2,4-dimethoxy-benzamide). The yield is 71.0%. Reaction SMILES: [CH2:1]([C:8]1[S:12][C:11]([NH2:13])=[N:10][C:9]=1[C:14]1[CH:19]=[CH:18][C:17]([O:20][CH3:21])=[CH:16][CH:15]=1)[C:2]1[CH:7]=[CH:6][CH:5]=[CH:4][CH:3]=1.[CH3:22][O:23][C:24]1[CH:32]=[C:31]([O:33][CH3:34])[CH:30]=[CH:29][C:25]=1[C:26](Cl)=[O:27]>>[CH2:1]([C:8]1[S:12][C:11]([NH:13][C:26](=[O:27])[C:25]2[CH:29]=[CH:30][C:31]([O:33][CH3:34])=[CH:32][C:24]=2[O:23][CH3:22])=[N:10][C:9]=1[C:14]1[CH:15]=[CH:16][C:17]([O:20][CH3:21])=[CH:18][CH:19]=1)[C:2]1[CH:3]=[CH:4][CH:5]=[CH:6][CH:7]=1. Procedure: A procedure similar to that in Example 4 was used. 5-benzyl-4-(4-methoxy-phenyl)-thiazol-2-ylamine prepared in Example 1 and 2,4-dimethoxy-benzoyl chloride prepared in the step 1 were used as starting materials, allowed to react at room temperature overnight, followed by post-treatment to obtain a crude product, which was purified by a silica gel column chromatography eluted with a gradient of dichloromethane and ethyl acetate (100:0-10:1) to obtain a product as a white solid in a yield of 71.0%... Reactants: C[C@@H]1C[C@@H]([C@@H]2[C@H](C[C@H]([C@@](O2)(C(=O)C(=O)N3CCCC[C@H]3C(=O)O[C@@H]([C@@H]([C@H](CC(=O)[C@@H](/C=C(/C1)\C)CC=C)O)C)/C(=C/[C@@H]4CC[C@H]([C@@H](C4)OC)O)/C)O)C)OC)OC (FR-900506), C(C)(=O)OC(C)=O (acetic anhydride), CS(=O)C (dimethyl sulfoxide). Solvent: C(C)(=O)OCC (ethyl acetate). Run at time 14 hour. Yields the product C(C=C)C1C(C=C(C(C(OC(C2CCCCN2C(C(C2(C(CC(C(C(CC(CC(=C1)C)C)OC)O2)OC)C)O)=O)=O)=O)C(=CC2CC(C(CC2)OCSC)OC)C)C)O)=O (17-allyl-1,14-dihydroxy-23,25-dimethoxy-13,19,21,27-tetramethyl-12-[2-(4-methylthiomethoxy-3-methoxycyclohexyl)-1-methylvinyl]-11,28-dioxa-4-azatricyclo[22.3.1.04,9 ]octacosa-14,18-diene-2,3,10,16-tetraone), C(C=C)C1C(C=CC(C(OC(C2CCCCN2C(C(C2(C(CC(C(C(CC(CC(=C1)C)C)OC)O2)OC)C)O)=O)=O)=O)C(=CC2CC(C(CC2)O)OC)C)C)=O (17-allyl-1-hydroxy-12-[2-(4-hydroxy-3-methoxycyclohexyl) -1-methylvinyl]-23,25-dimethoxy-13,19,21,27-tetramethyl-11,28-dioxa-4-azatricyclo[22.3.1.04,9 ]octacosa-14,18-diene-2,3,10,16-tetraone), C(C=C)C1C(CC(C(C(OC(C2CCCCN2C(C(C2(C(CC(C(C(CC(CC(=C1)C)C)OC)O2)OC)C)O)=O)=O)=O)C(=CC2CC(C(CC2)OCSC)OC)C)C)O)=O (17-allyl-1,14-dihydroxy-23,25-dimethoxy-13,19,21,27-tetramethyl-12-[2-(4-methylthiomethoxy-3-methoxycyclohexyl)-1-methylvinyl]-11,28-dioxa-4-azatricyclo[22.3.1.04,9 ]octacos-18-ene-2,3,10,16-tetraone). As a reaction SMILES: [CH3:1][C@H:2]1[CH2:33][C:32]([CH3:34])=[CH:31][C@@H:30]([CH2:35][CH:36]=[CH2:37])[C:28](=[O:29])[CH2:27][C@H:26]([OH:38])[C@@H:25]([CH3:39])[C@@H:24](/[C:40](/[CH3:51])=[CH:41]/[C@H:42]2[CH2:47][C@@H:46]([O:48][CH3:49])[C@H:45]([OH:50])[CH2:44][CH2:43]2)[O:23][C:21](=[O:22])[C@H:20]2[N:15]([CH2:16][CH2:17][CH2:18][CH2:19]2)[C:13](=[O:14])[C:11](=[O:12])[C@:9]2([OH:52])[O:10][C@@H:5]([C@@H:6]([O:54][CH3:55])[CH2:7][C@H:8]2[CH3:53])[C@@H:4]([O:56][CH3:57])[CH2:3]1.C(OC(=O)C)(=O)C.[CH3:65][S:66]([CH3:68])=O>C(OCC)(=O)C>[CH2:35]([CH:30]1[CH:31]=[C:32]([CH3:34])[CH2:33][CH:2]([CH3:1])[CH2:3][CH:4]([O:56][CH3:57])[CH:5]2[O:10][C:9]([OH:52])([CH:8]([CH3:53])[CH2:7][CH:6]2[O:54][CH3:55])[C:11](=[O:12])[C:13](=[O:14])[N:15]2[CH:20]([CH2:19][CH2:18][CH2:17][CH2:16]2)[C:21](=[O:22])[O:23][CH:24]([C:40]([CH3:51])=[CH:41][CH:42]2[CH2:43][CH2:44][CH:45]([O:50][CH2:65][S:66][CH3:68])[CH:46]([O:48][CH3:49])[CH2:47]2)[CH:25]([CH3:39])[C:26]([OH:38])=[CH:27][C:28]1=[O:29])[CH:36]=[CH2:37].[CH2:35]([CH:30]1[CH:31]=[C:32]([CH3:34])[CH2:33][CH:2]([CH3:1])[CH2:3][CH:4]([O:56][CH3:57])[CH:5]2[O:10][C:9]([OH:52])([CH:8]([CH3:53])[CH2:7][CH:6]2[O:54][CH3:55])[C:11](=[O:12])[C:13](=[O:14])[N:15]2[CH:20]([CH2:19][CH2:18][CH2:17][CH2:16]2)[C:21](=[O:22])[O:23][CH:24]([C:40]([CH3:51])=[CH:41][CH:42]2[CH2:43][CH2:44][CH:45]([OH:50])[CH:46]([O:48][CH3:49])[CH2:47]2)[CH:25]([CH3:39])[CH:26]=[CH:27][C:28]1=[O:29])[CH:36]=[CH2:37].[CH2:35]([CH:30]1[CH:31]=[C:32]([CH3:34])[CH2:33][CH:2]([CH3:1])[CH2:3][CH:4]([O:56][CH3:57])[CH:5]2[O:10][C:9]([OH:52])([CH:8]([CH3:53])[CH2:7][CH:6]2[O:54][CH3:55])[C:11](=[O:12])[C:13](=[O:14])[N:15]2[CH:20]([CH2:19][CH2:18][CH2:17][CH2:16]2)[C:21](=[O:22])[O:23][CH:24]([C:40]([CH3:51])=[CH:41][CH:42]2[CH2:43][CH2:44][CH:45]([O:50][CH2:65][S:66][CH3:68])[CH:46]([O:48][CH3:49])[CH2:47]2)[CH:25]([CH3:39])[CH:26]([OH:38])[CH2:27][C:28]1=[O:29])[CH:36]=[CH2:37]. Reported procedure: To a solution of the FR-900506 substance (100 mg) in dimethyl sulfoxide (1.5 ml) was added acetic anhydride (1.5 ml), and the mixture was stirred at room temperature for 14 hours. The reaction mixture was diluted with ethyl acetate and washed with a saturated aqueous sodium hydrogen carbonate, water and an aqueous sodium chloride. The organic layer was dried over sodium sulfate, filtered and then concentrated under reduced pressure. The residue was subjected to thin layer chromatography on silic... Starting materials: CCCN, CCOC(C)=O, ClCCl, CNC(=O)c1cc(-c2cccc(CN(C3CCc4ccccc43)S(=O)(=O)c3ccc([N+](=O)[O-])cc3[N+](=O)[O-])c2)cnc1N. The product is CNC(=O)c1cc(-c2cccc(CNC3CCc4ccccc43)c2)cnc1N. RXN SMILES: [CH2:44]([NH2:45])[CH2:46][CH3:47].[CH3:51][CH2:52][O:53][C:54](=[O:55])[CH3:56].[Cl:48][CH2:49][Cl:50].[NH2:1][c:2]1[n:3][cH:4][c:5](-[c:12]2[cH:13][c:14]([CH2:18][N:19]([CH:20]3[CH2:21][CH2:22][c:23]4[cH:24][cH:25][cH:26][cH:27][c:28]43)[S:29]([c:30]3[cH:31][cH:32][c:33]([N+:34]([O-:35])=[O:36])[cH:37][c:38]3[N+:39]([O-:40])=[O:41])(=[O:42])=[O:43])[cH:15][cH:16][cH:17]2)[cH:6][c:7]1[C:8](=[O:9])[NH:10][CH3:11]>>[NH2:1][c:2]1[n:3][cH:4][c:5](-[c:12]2[cH:13][c:14]([CH2:18][NH:19][CH:20]3[CH2:21][CH2:22][c:23]4[cH:24][cH:25][cH:26][cH:27][c:28]43)[cH:15][cH:16][cH:17]2)[cH:6][c:7]1[C:8](=[O:9])[NH:10][CH3:11]. Reactants: S(=O)(Br)Br (thionyl bromide), C(C)OC(C(C(C(=C)C1CCN(CC1)C(C)=O)O)NC=O)=O (4-(1-acetylpiperidin-4-yl)-2-formylamino-3-hydroxy-pent-4-enoic acid ethyl ester), O (water). The solvent is ClCCCl (1,2-dichloroethane). Conditions: time 15 minute. Yields the product C(C)OC(C(C=C(CBr)C1CCN(CC1)C(C)=O)NC=O)=O (4-(1-acetylpiperidin-4-yl)-5-bromo-2-formylamino-pent-3-enoic acid ethyl ester). RXN SMILES: [CH2:1]([O:3][C:4](=[O:22])[CH:5]([NH:19][CH:20]=[O:21])[CH:6](O)[C:7]([CH:9]1[CH2:14][CH2:13][N:12]([C:15](=[O:17])[CH3:16])[CH2:11][CH2:10]1)=[CH2:8])[CH3:2].S(Br)([Br:25])=O.O>ClCCCl>[CH2:1]([O:3][C:4](=[O:22])[CH:5]([NH:19][CH:20]=[O:21])[CH:6]=[C:7]([CH:9]1[CH2:14][CH2:13][N:12]([C:15](=[O:17])[CH3:16])[CH2:11][CH2:10]1)[CH2:8][Br:25])[CH3:2]. Reported procedure: 3.3 g (10.5 mmol) of 4-(1-acetylpiperidin-4-yl)-2-formylamino-3-hydroxy-pent-4-enoic acid ethyl ester are dissolved in 25 ml of 1,2-dichloroethane, and 0.98 ml (12.6 mmol) of thionyl bromide are added dropwise at room temperature. After 11/2 hours, 20 ml of water are added and the mixture is stirred vigorously for 15 minutes. The organic phase is separated off, washed in succession with water, N-potassium hydrogen carbonate solution and again with water, dried over sodium sulfate, filtered and c... Starting materials: C(C)(=O)OC1CCCC=2C1=NC(=C(C2)C(=O)OCC)C (Ethyl 8-acetoxy-2-methyl-5,6,7,8-tetrahydrocyclohexa[b]pyridine-3-carboxylate), C([O-])([O-])=O.[K+].[K+] (potassium carbonate). Run in C(C)O (ethanol). Conditions: time 14 hour. The product is OC1CCCC=2C1=NC(=C(C2)C(=O)OC)C (Methyl 8-hydroxy-2-methyl-5,6,7,8-tetrahydrocyclohexa[b]pyridine-3-carboxylate). The yield is 93.9%. Reaction SMILES: C([O:4][CH:5]1[C:10]2=[N:11][C:12]([CH3:20])=[C:13]([C:15]([O:17][CH2:18]C)=[O:16])[CH:14]=[C:9]2[CH2:8][CH2:7][CH2:6]1)(=O)C.C(=O)([O-])[O-].[K+].[K+]>C(O)C>[OH:4][CH:5]1[C:10]2=[N:11][C:12]([CH3:20])=[C:13]([C:15]([O:17][CH3:18])=[O:16])[CH:14]=[C:9]2[CH2:8][CH2:7][CH2:6]1 |f:1.2.3|. Procedure details: Ethyl 8-acetoxy-2-methyl-5,6,7,8-tetrahydrocyclohexa[b]pyridine-3-carboxylate (6.12 g, 22.1 mmol) was dissolved in ethanol (30.0 ml), and the solution was mixed with potassium carbonate (3.68 g) and stirred at from 0° C. to room temperature for 14 hours. The solvent was evaporated under reduced pressure, and the thus obtained residue was mixed with water and ethyl acetate and extracted with ethyl acetate. The thus obtained organic layer was washed with water and saturated brine in that order and... The reactants are [Br-], CC(C)(C)[O-], C[P+](c1ccccc1)(c1ccccc1)c1ccccc1, [K+], CC(C)(C)OC(=O)N1CC(=O)C1. Yields the product C=C1CN(C(=O)OC(C)(C)C)C1. As a reaction SMILES: [Br-:19].[CH3:1][C:2]([CH3:3])([O-:4])[CH3:5].[CH3:20][P+:21]([c:22]1[cH:23][cH:24][cH:25][cH:26][cH:27]1)([c:28]1[cH:29][cH:30][cH:31][cH:32][cH:33]1)[c:34]1[cH:35][cH:36][cH:37][cH:38][cH:39]1.[K+:6].[O:7]=[C:8]1[CH2:9][N:10]([C:12](=[O:13])[O:14][C:15]([CH3:16])([CH3:17])[CH3:18])[CH2:11]1>>[CH2:1]=[C:8]1[CH2:9][N:10]([C:12](=[O:13])[O:14][C:15]([CH3:16])([CH3:17])[CH3:18])[CH2:11]1. Reactants: BrC=1C(=C2C(=NC1)N(C=C2)S(=O)(=O)C2=CC=CC=C2)Cl (5-Bromo-4-chloro-1-(phenylsulfonyl)-1H-pyrrolo[2,3-b]pyri dine), COC=1C=C(C=CC1)B(O)O (3-methoxyphenylboronic acid), C(=O)([O-])[O-].[K+].[K+] (K2CO3). The reagents and catalysts are C=1C=CC(=CC1)[P](C=2C=CC=CC2)(C=3C=CC=CC3)[Pd]([P](C=4C=CC=CC4)(C=5C=CC=CC5)C=6C=CC=CC6)([P](C=7C=CC=CC7)(C=8C=CC=CC8)C=9C=CC=CC9)[P](C=1C=CC=CC1)(C=1C=CC=CC1)C=1C=CC=CC1 (Pd(PPh3)4). Conditions: temperature 80 celsius. Yields the product ClC1=C2C(=NC=C1C1=CC(=CC=C1)OC)N(C=C2)S(=O)(=O)C2=CC=CC=C2 (4-chloro-5-(3-methoxyphenyl)-1-(phenylsulfonyl)-1H-pyrrolo[2,3-b]pyridine). Isolated yield 76.1%. RXN SMILES: Br[C:2]1[C:3]([Cl:20])=[C:4]2[CH:10]=[CH:9][N:8]([S:11]([C:14]3[CH:19]=[CH:18][CH:17]=[CH:16][CH:15]=3)(=[O:13])=[O:12])[C:5]2=[N:6][CH:7]=1.[CH3:21][O:22][C:23]1[CH:24]=[C:25](B(O)O)[CH:26]=[CH:27][CH:28]=1.C([O-])([O-])=O.[K+].[K+]>C1C=CC([P]([Pd]([P](C2C=CC=CC=2)(C2C=CC=CC=2)C2C=CC=CC=2)([P](C2C=CC=CC=2)(C2C=CC=CC=2)C2C=CC=CC=2)[P](C2C=CC=CC=2)(C2C=CC=CC=2)C2C=CC=CC=2)(C2C=CC=CC=2)C2C=CC=CC=2)=CC=1>[Cl:20][C:3]1[C:2]([C:27]2[CH:26]=[CH:25][CH:24]=[C:23]([O:22][CH3:21])[CH:28]=2)=[CH:7][N:6]=[C:5]2[N:8]([S:11]([C:14]3[CH:19]=[CH:18][CH:17]=[CH:16][CH:15]=3)(=[O:13])=[O:12])[CH:9]=[CH:10][C:4]=12 |f:2.3.4,^1:41,43,62,81|. Reported procedure: 5-Bromo-4-chloro-1-(phenylsulfonyl)-1H-pyrrolo[2,3-b]pyri dine (0.750 g, 2.01 mmol, see Example 6), 3-methoxyphenylboronic acid (0.321 g, 2.11 mmol), Pd(PPh3)4 (0.116 g, 0.100 mmol) and K2CO3 (4.20 mL, 3.02 mmol) were added to an Ar degassed solution of 2:1 toluene:EtOH (8 mL). The reaction was then heated to 80° C. overnight. The reaction was then poured into water and extracted with DCM. The organic fractions were dried, filtered, and concentrated to give the crude product. The crude product w... The reactants are CO, O=C1C(Cl)=C(Cl)C(=O)c2ccccc21, O=C1C=C([N+](=O)[O-])C(=O)c2ccccc21, [Na+], O=[N+]([O-])[O-], O. Yields the product O=C1C(O)=C([N+](=O)[O-])C(=O)c2ccccc21. RXN SMILES: [CH3:35][OH:36].[Cl:1][C:2]1=[C:8]([Cl:9])[C:7](=[O:13])[c:6]2[c:5]([cH:14][cH:12][cH:11][cH:10]2)[C:3]1=[O:4].[N+:20](=[O:21])([O-:22])[C:23]1=[CH:32][C:31](=[O:33])[c:30]2[c:25]([cH:26][cH:27][cH:28][cH:29]2)[C:24]1=[O:34].[Na+:15].[O-:16][N+:17](=[O:18])[O-:19].[OH2:37]>>[OH:13][C:32]1=[C:23]([N+:20](=[O:21])[O-:22])[C:24](=[O:34])[c:25]2[cH:26][cH:27][cH:28][cH:29][c:30]2[C:31]1=[O:33]. The reactants are C1CCOC1, CI, CO, ClCCl, [H-], [Na+], O=C(NCc1ccc(C(F)(F)F)cc1)Nc1cccc2cnccc12. Product: CN(C(=O)NCc1ccc(C(F)(F)F)cc1)c1cccc2cnccc12. As a reaction SMILES: [CH2:32]1[O:33][CH2:34][CH2:35][CH2:36]1.[CH3:28][I:29].[CH3:30][OH:31].[Cl:37][CH2:38][Cl:39].[H-:1].[Na+:2].[cH:3]1[n:4][cH:5][cH:6][c:7]2[c:8]([NH:13][C:14](=[O:15])[NH:16][CH2:17][c:18]3[cH:19][cH:20][c:21]([C:24]([F:25])([F:26])[F:27])[cH:22][cH:23]3)[cH:9][cH:10][cH:11][c:12]12>>[cH:3]1[n:4][cH:5][cH:6][c:7]2[c:8]([N:13]([C:14](=[O:15])[NH:16][CH2:17][c:18]3[cH:19][cH:20][c:21]([C:24]([F:25])([F:26])[F:27])[cH:22][cH:23]3)[CH3:28])[cH:9][cH:10][cH:11][c:12]12.